From a dataset of the Open Reaction Database (ORD), a public repository of structured organic reaction records. describe an organic reaction: reactants, conditions, products, and yield Starting materials: Cc1cc(Br)c2nc(Br)sc2c1, CO, [Na], S. Product: Cc1cc(Br)c2nc(S)sc2c1. As a reaction SMILES: [Br:1][c:2]1[s:3][c:4]2[c:5]([n:6]1)[c:7]([Br:12])[cH:8][c:9]([CH3:11])[cH:10]2.[CH3:15][OH:16].[Na:14].[SH2:13]>>[c:2]1([SH:13])[s:3][c:4]2[c:5]([n:6]1)[c:7]([Br:12])[cH:8][c:9]([CH3:11])[cH:10]2.